Dataset: the Open Reaction Database (ORD), a public repository of structured organic reaction records. Task: describe an organic reaction: reactants, conditions, products, and yield The reactants are N#CC1CC(F)CN1C(=O)CNC12CCC(C(=O)O)(CC1)CC2, CCc1nnc(N)s1. The product is CCc1nnc(NC(=O)C23CCC(NCC(=O)N4CC(F)CC4C#N)(CC2)CC3)s1. Reaction SMILES: [C:1](=[O:2])([OH:3])[C:4]12[CH2:5][CH2:6][C:7]([NH:12][CH2:13][C:14](=[O:15])[N:16]3[CH:17]([C:22]#[N:23])[CH2:18][CH:19]([F:21])[CH2:20]3)([CH2:8][CH2:9]1)[CH2:10][CH2:11]2.[NH2:24][c:25]1[s:26][c:27]([CH2:30][CH3:31])[n:28][n:29]1>>[C:1](=[O:2])([C:4]12[CH2:5][CH2:6][C:7]([NH:12][CH2:13][C:14](=[O:15])[N:16]3[CH:17]([C:22]#[N:23])[CH2:18][CH:19]([F:21])[CH2:20]3)([CH2:8][CH2:9]1)[CH2:10][CH2:11]2)[NH:24][c:25]1[s:26][c:27]([CH2:30][CH3:31])[n:28][n:29]1. Reactants: COC(=O)c1ccc2c(c1)[nH]c(=S)n2NC(=O)c1ccc(Cl)c(S(N)(=O)=O)c1, Cl, [Na+], [OH-]. Product: NS(=O)(=O)c1cc(C(=O)Nn2c(=S)[nH]c3cc(C(=O)O)ccc32)ccc1Cl. Reaction SMILES: [Cl:1][c:2]1[c:3]([S:25]([NH2:26])(=[O:27])=[O:28])[cH:4][c:5]([C:6](=[O:7])[NH:8][n:9]2[c:10](=[S:22])[nH:11][c:12]3[c:13]2[cH:14][cH:15][c:16]([C:18](=[O:19])[O:20][CH3:21])[cH:17]3)[cH:23][cH:24]1.[ClH:29].[Na+:31].[OH-:30]>>[Cl:1][c:2]1[c:3]([S:25]([NH2:26])(=[O:27])=[O:28])[cH:4][c:5]([C:6](=[O:7])[NH:8][n:9]2[c:10](=[S:22])[nH:11][c:12]3[c:13]2[cH:14][cH:15][c:16]([C:18](=[O:19])[OH:20])[cH:17]3)[cH:23][cH:24]1. Reactants: ClCCl, CN=C=S, CC(NC(=O)c1c(CN2CCNCC2)c(-c2ccccc2)nc2ccccc12)C1CCCCC1. Product: CNC(=S)N1CCN(Cc2c(-c3ccccc3)nc3ccccc3c2C(=O)NC(C)C2CCCCC2)CC1. As a reaction SMILES: [CH2:39]([Cl:40])[Cl:41].[CH3:35][N:36]=[C:37]=[S:38].[CH:1]1([CH:7]([CH3:8])[NH:9][C:10](=[O:11])[c:12]2[c:13]([CH2:28][N:29]3[CH2:30][CH2:31][NH:32][CH2:33][CH2:34]3)[c:14](-[c:22]3[cH:23][cH:24][cH:25][cH:26][cH:27]3)[n:15][c:16]3[cH:17][cH:18][cH:19][cH:20][c:21]23)[CH2:2][CH2:3][CH2:4][CH2:5][CH2:6]1>>[CH:1]1([CH:7]([CH3:8])[NH:9][C:10](=[O:11])[c:12]2[c:13]([CH2:28][N:29]3[CH2:30][CH2:31][N:32]([C:37]([NH:36][CH3:35])=[S:38])[CH2:33][CH2:34]3)[c:14](-[c:22]3[cH:23][cH:24][cH:25][cH:26][cH:27]3)[n:15][c:16]3[cH:17][cH:18][cH:19][cH:20][c:21]23)[CH2:2][CH2:3][CH2:4][CH2:5][CH2:6]1. Starting materials: O=Cc1cccc(OCc2ccccc2)c1, CON, CCO, Cl, c1ccncc1. RXN SMILES: [CH2:1]([c:2]1[cH:3][cH:4][cH:5][cH:6][cH:7]1)[O:8][c:9]1[cH:10][c:11]([CH:12]=[O:13])[cH:14][cH:15][cH:16]1.[CH3:18][O:19][NH2:20].[CH3:27][CH2:28][OH:29].[ClH:17].[cH:21]1[cH:22][cH:23][n:24][cH:25][cH:26]1>>[CH2:1]([c:2]1[cH:3][cH:4][cH:5][cH:6][cH:7]1)[O:8][c:9]1[cH:10][c:11]([CH2:12][NH2:20])[cH:14][cH:15][cH:16]1.[ClH:17]. The product is NCc1cccc(OCc2ccccc2)c1, Cl.